This data is from the Open Reaction Database (ORD), a public repository of structured organic reaction records. The task is: describe an organic reaction: reactants, conditions, products, and yield Yields the product FC1=CC=C(C=C1)C=1N=C(N(C1C1=CC=C(C=C1)F)/C=C/[C@@H]1C[C@H](CC(O1)=O)O)C(C)C ((4R,6S,E)-6-[2-[4,5-Bis(4-fluorophenyl)-2-(1-methylethyl)-1H-imidazol-1-yl]-ethenyl]-4-hydroxy-tetrahydro-2H-pyran-2-one). Reported procedure: A solution of 1,1-dimethyleth-1-yl (3R,5S,E)-7-[4,5-bis(4-fluorophenyl)-2-(1-methylethyl)-1H-imidazol-1-yl]-3,5-dihydroxy-6-heptenoate (25.6 mg) in redistilled THF (1.4 ml) was treated with aqueous sodium hydroxide solution (0.1M, 0.5 ml) and the clear colourless solution was stirred at room temperature. After 3.5 h the reaction mixture was concentrated to ca 0.5 ml. The residue was diluted with water (3 ml), acidified to pH4 with hydrochloric acid (2M), ammonium sulphate added and then extracte... Run in C1CCOC1 (THF). Starting materials: FC1=CC=C(C=C1)C=1N=C(N(C1C1=CC=C(C=C1)F)/C=C/[C@H](C[C@H](CC(=O)OC(C)(C)C)O)O)C(C)C (1,1-dimethyleth-1-yl (3R,5S,E)-7-[4,5-bis(4-fluorophenyl)-2-(1-methylethyl)-1H-imidazol-1-yl]-3,5-dihydroxy-6-heptenoate), [OH-].[Na+] (sodium hydroxide). RXN SMILES: [F:1][C:2]1[CH:7]=[CH:6][C:5]([C:8]2[N:9]=[C:10]([CH:35]([CH3:37])[CH3:36])[N:11](/[CH:20]=[CH:21]/[C@@H:22](O)[CH2:23][C@@H:24]([OH:33])[CH2:25][C:26](OC(C)(C)C)=[O:27])[C:12]=2[C:13]2[CH:18]=[CH:17][C:16]([F:19])=[CH:15][CH:14]=2)=[CH:4][CH:3]=1.[OH-:38].[Na+]>C1COCC1>[F:1][C:2]1[CH:3]=[CH:4][C:5]([C:8]2[N:9]=[C:10]([CH:35]([CH3:37])[CH3:36])[N:11](/[CH:20]=[CH:21]/[C@H:22]3[O:38][C:26](=[O:27])[CH2:25][C@H:24]([OH:33])[CH2:23]3)[C:12]=2[C:13]2[CH:18]=[CH:17][C:16]([F:19])=[CH:15][CH:14]=2)=[CH:6][CH:7]=1 |f:1.2|. The solvent is C(Cl)Cl (methylene chloride), C(C)OCC (diethyl ether), C(Cl)Cl (methylene chloride). Yields the product F[B-](F)(F)F.C(C1=CC=CC=C1)[S+](C1=CC=CC=C1)CC1=CC=CC=C1 (dibenzylphenylsulfonium tetrafluoroborate). Isolated yield 87.0%. Starting materials: C(C1=CC=CC=C1)SC1=CC=CC=C1 (benzylphenyl sulfide), C(C1=CC=CC=C1)O (benzyl alcohol), [H+].[B-](F)(F)(F)F (HBF4). Reported procedure: A solution of 75.0 g (0.374 mol) of benzylphenyl sulfide, 60.73 g (0.561 mol) of benzyl alcohol in 350 ml of methylene chloride is introduced into a reaction vessel provided with a stirrer and thermometer. 182.45 g (1.12 mol) of 54% by weight HBF4 in diethyl ether are added dropwise at an internal temperature of 20°-30° C. in the course of 35 min, while stirring. The reaction mixture is then stirred at RT for 2 h. The reaction mixture is diluted with 300-400 ml of methylene chloride and extracte... Reaction SMILES: [CH2:1]([S:8][C:9]1[CH:14]=[CH:13][CH:12]=[CH:11][CH:10]=1)[C:2]1[CH:7]=[CH:6][CH:5]=[CH:4][CH:3]=1.[CH2:15](O)[C:16]1[CH:21]=[CH:20][CH:19]=[CH:18][CH:17]=1.[H+].[B-:24]([F:28])([F:27])([F:26])[F:25]>C(Cl)Cl.C(OCC)C>[F:25][B-:24]([F:28])([F:27])[F:26].[CH2:1]([S+:8]([CH2:15][C:16]1[CH:21]=[CH:20][CH:19]=[CH:18][CH:17]=1)[C:9]1[CH:14]=[CH:13][CH:12]=[CH:11][CH:10]=1)[C:2]1[CH:7]=[CH:6][CH:5]=[CH:4][CH:3]=1 |f:2.3,6.7|.